From a dataset of the Open Reaction Database (ORD), a public repository of structured organic reaction records. describe an organic reaction: reactants, conditions, products, and yield Reactants: COC1=CC=C(C=C1)C(C)=O (4′-Methoxyacetophenone), BrBr (bromine), C(#N)CC(=O)OCC (ethyl cyanoacetate), C([O-])([O-])=O.[K+].[K+] (potassium carbonate), 1-bromo-1-(4-methoxyphenyl)ethanone. The solvent is O (Water), C(Cl)(Cl)Cl (chloroform), C(C)OCC (diethyl ether), C(Cl)(Cl)Cl (chloroform), CC(=O)C (acetone). Run at temperature 25 celsius, time 2 hour. The product is C(#N)C(C(=O)OCC)CC(=O)C1=CC=C(C=C1)OC (Ethyl 2-cyano-4-(4-methoxyphenyl)-4-oxobutanoate). Isolated yield 115.9%. As a reaction SMILES: [CH3:1][O:2][C:3]1[CH:8]=[CH:7][C:6]([C:9](=[O:11])[CH3:10])=[CH:5][CH:4]=1.BrBr.[C:14]([CH2:16][C:17]([O:19][CH2:20][CH3:21])=[O:18])#[N:15].C(=O)([O-])[O-].[K+].[K+]>C(Cl)(Cl)Cl.C(OCC)C.CC(C)=O.O>[C:14]([CH:16]([CH2:10][C:9]([C:6]1[CH:7]=[CH:8][C:3]([O:2][CH3:1])=[CH:4][CH:5]=1)=[O:11])[C:17]([O:19][CH2:20][CH3:21])=[O:18])#[N:15] |f:3.4.5|. Procedure: 4′-Methoxyacetophenone (15.0 g) was dissolved in chloroform (70 mL) and diethyl ether (50 mL), and a solution of bromine (16.0 g) in chloroform (20 mL) was added dropwise while maintaining the reaction temperature at not higher than 25° C. After dropwise addition, the mixture was stirred at room temperature for 2 hr. Water was added to the reaction mixture and the mixture was extracted with chloroform. The extract was washed with saturated brine, dried over anhydrous magnesium sulfate, and conce... Reactants: FC=1C=CC(=C(C1)[C@@H]1N(CCC1)C1=NC=2N(C=C1)N=CC2C(=O)O)C(F)(F)F ((R)-5-(2-(5-fluoro-2-(trifluoromethyl)phenyl)pyrrolidin-1-yl)pyrazolo[1,5-a]pyrimidine-3-carboxylic acid), [Cl-].[NH4+] (ammonium chloride). The product is FC=1C=CC(=C(C1)[C@@H]1N(CCC1)C1=NC=2N(C=C1)N=CC2C(=O)N)C(F)(F)F ((R)-5-(2-(5-fluoro-2-(trifluoromethyl)phenyl)pyrrolidin-1-yl)pyrazolo[1,5-a]pyrimidine-3-carboxamide). Isolated yield 78.0%. Reaction SMILES: [F:1][C:2]1[CH:3]=[CH:4][C:5]([C:25]([F:28])([F:27])[F:26])=[C:6]([C@H:8]2[CH2:12][CH2:11][CH2:10][N:9]2[C:13]2[CH:18]=[CH:17][N:16]3[N:19]=[CH:20][C:21]([C:22](O)=[O:23])=[C:15]3[N:14]=2)[CH:7]=1.[Cl-].[NH4+:30]>>[F:1][C:2]1[CH:3]=[CH:4][C:5]([C:25]([F:27])([F:28])[F:26])=[C:6]([C@H:8]2[CH2:12][CH2:11][CH2:10][N:9]2[C:13]2[CH:18]=[CH:17][N:16]3[N:19]=[CH:20][C:21]([C:22]([NH2:30])=[O:23])=[C:15]3[N:14]=2)[CH:7]=1 |f:1.2|. Procedure details: Prepared by the method described in Example 1 using (R)-5-(2-(5-fluoro-2-(trifluoromethyl)phenyl)pyrrolidin-1-yl)pyrazolo[1,5-a]pyrimidine-3-carboxylic acid (Preparation M) and ammonium chloride. The crude material was purified by reverse phase HPLC (0-60% acetonitrile/water) to yield the title compound (23 mg, 78% yield). MS (apci) m/z=394.0 (M+H). Reactants: C, CCO, O=C(O)C=Cc1cccc(F)c1F, [Pd]. Product: O=C(O)CCc1cccc(F)c1F. RXN SMILES: [C:17].[CH3:14][CH2:15][OH:16].[F:1][c:2]1[c:3]([CH:4]=[CH:5][C:6](=[O:7])[OH:8])[cH:9][cH:10][cH:11][c:12]1[F:13].[Pd:18]>>[F:1][c:2]1[c:3]([CH2:4][CH2:5][C:6](=[O:7])[OH:8])[cH:9][cH:10][cH:11][c:12]1[F:13]. Reaction SMILES: [C:1]([CH2:3][C:4]([O:6][CH2:7][CH3:8])=[O:5])#[N:2].[H-].[Na+].[C:11]1([N:17]2[C:21]3[C:22]4[C:27]([CH2:28][C:20]=3[C:19]([C:29](Cl)=[O:30])=[N:18]2)=[CH:26][CH:25]=[CH:24][CH:23]=4)[CH:16]=[CH:15][CH:14]=[CH:13][CH:12]=1.Cl>O1CCOCC1>[C:1]([CH:3]([C:29]([C:19]1[C:20]2[CH2:28][C:27]3[C:22](=[CH:23][CH:24]=[CH:25][CH:26]=3)[C:21]=2[N:17]([C:11]2[CH:16]=[CH:15][CH:14]=[CH:13][CH:12]=2)[N:18]=1)=[O:30])[C:4]([O:6][CH2:7][CH3:8])=[O:5])#[N:2] |f:1.2|. Starting materials: ice water, C(#N)CC(=O)OCC (Ethyl cyanoacetate), [H-].[Na+] (sodium hydride), C1(=CC=CC=C1)N1N=C(C2=C1C1=CC=CC=C1C2)C(=O)Cl (1,4-dihydro-1-phenyl-indeno [1,2-c]pyrazole-3-carbonyl chloride), Cl (HCl). The product is C(#N)C(C(=O)OCC)C(=O)C=1C2=C(N(N1)C1=CC=CC=C1)C1=CC=CC=C1C2 (2-cyano-3-(1,4-dihydro-1-phenyl-indeno[1,2-c]pyrazol-3-yl) -3-oxo-propanoic acid, ethyl ester). Reported procedure: Ethyl cyanoacetate (1.4 g) is treated with 50% sodium hydride (0.58 g) in anhydrous dioxane (20 ml) under stirring at room temperature until the effervescence subsides. To this solution 1,4-dihydro-1-phenyl-indeno [1,2-c]pyrazole-3-carbonyl chloride (3 g), prepared according to Example 5, dissolved in anhydrous dioxane (50 ml) is added under stirring at room temperature. The reaction mixture is allowed to react for 20 hours, then it is dilusted with ice water and acidified to pH 3 with 37% HCl. ... Isolated yield 58.2%. Run in O1CCOCC1 (dioxane), O1CCOCC1 (dioxane). The reactants are C(C1=CC=CC=C1)NC1=C(C(=O)N)CCCC1 (2-benzylamino-3,4,5,6-tetrahydrobenzamide), S (hydrogen sulfide). Run in C(C)(=O)O (acetic acid). Reaction conditions: time 20 hour. The product is OC1=NSC2=C1CCCC2 (3-Hydroxy-4,5,6,7-tetrahydro-1,2-benzisothiazole). As a reaction SMILES: C(N[C:9]1[CH2:17][CH2:16][CH2:15][CH2:14][C:10]=1[C:11]([NH2:13])=[O:12])C1C=CC=CC=1.[SH2:18]>C(O)(=O)C>[OH:12][C:11]1[C:10]2[CH2:14][CH2:15][CH2:16][CH2:17][C:9]=2[S:18][N:13]=1. Procedure details: To a solution of 2-benzylamino-3,4,5,6-tetrahydrobenzamide 21a (15 g) in glacial acetic acid (100 mL) was added excess hydrogen sulfide at 80° C. for 4 h. The reaction mixture was evaporated and ether was added to the residue which afforded crystallisation. The crystals were dissolved in ethyl acetate (30 mL) and a solution of bromine (8.3 mL) in ethyl acetate (30 mL) was dropwise added at room temperature. The mixture was stirred for 20 h at room temperature and evaporated. Column chromatograph... The reactants are ClC=1C=C(C=C(C1)Cl)SC1=C(N=C(N1C)CC(=O)OC)C(C)C (methyl [5-(3,5-dichlorophenylthio)-4-isopropyl-1-methyl-1H-imidazol-2-yl]acetate), [H-].[Al+3].[Li+].[H-].[H-].[H-] (lithium aluminium hydride), ice water. Solvent: C(C)OCC (diethyl ether). Yields the product ClC=1C=C(C=C(C1)Cl)SC1=C(N=C(N1C)CCO)C(C)C (2-[5-(3,5-dichlorophenylthio)-4-isopropyl-1-methyl-1H-imidazol-2-yl]ethanol). Isolated yield 81.9%. Reaction SMILES: [H-].[Al+3].[Li+].[H-].[H-].[H-].[Cl:7][C:8]1[CH:9]=[C:10]([S:15][C:16]2[N:20]([CH3:21])[C:19]([CH2:22][C:23](OC)=[O:24])=[N:18][C:17]=2[CH:27]([CH3:29])[CH3:28])[CH:11]=[C:12]([Cl:14])[CH:13]=1>C(OCC)C>[Cl:14][C:12]1[CH:11]=[C:10]([S:15][C:16]2[N:20]([CH3:21])[C:19]([CH2:22][CH2:23][OH:24])=[N:18][C:17]=2[CH:27]([CH3:29])[CH3:28])[CH:9]=[C:8]([Cl:7])[CH:13]=1 |f:0.1.2.3.4.5|. Procedure: To a suspension of 0.08 g (2.1 mmol)of lithium aluminium hydride in dry diethyl ether was added dropwise in nitrogen gas a solution of 0.766 g (2.05 mmol)of methyl [5-(3,5-dichlorophenylthio)-4-isopropyl-1-methyl-1H-imidazol-2-yl]acetate (33)in diethyl ether (10 ml)under ice-cooling over 10 minutes with stirring. The reaction mixture was stirred at the same temperature for 0.5 hours and at room temperature for 1 hour, and then, there was added ice-water. The ether layer was separated by decantat... Reactants: aqueous solution, CN (methylamine), C1(CC1)COC1=C(C=C(OCC2=C(C=CC=C2)\C(\C(=O)OC)=N/OC)C=C1Cl)Cl (methyl (E)-2-[2-(4-cyclopropylmethoxy-3,5-dichlorophenoxymethyl)-phenyl]-2-methoxyiminoacetate). Solvent: CN(C)C=O (DMF), CO (methanol), O (water). Reaction conditions: time 2 hour. Product: C1(CC1)COC1=C(C=C(OCC2=C(C=CC=C2)\C(\C(=O)NC)=N/OC)C=C1Cl)Cl ((E)-2-[2-(4-cyclopropylmethoxy-3,5-dichlorophenoxymethyl)-phenyl]-N-methyl-2-methoxyiminoacetamide). Reaction SMILES: [CH3:1][NH2:2].[CH:3]1([CH2:6][O:7][C:8]2[C:29]([Cl:30])=[CH:28][C:11]([O:12][CH2:13][C:14]3[CH:19]=[CH:18][CH:17]=[CH:16][C:15]=3/[C:20](=[N:25]\[O:26][CH3:27])/[C:21]([O:23]C)=O)=[CH:10][C:9]=2[Cl:31])[CH2:5][CH2:4]1>CN(C=O)C.CO.O>[CH:3]1([CH2:6][O:7][C:8]2[C:29]([Cl:30])=[CH:28][C:11]([O:12][CH2:13][C:14]3[CH:19]=[CH:18][CH:17]=[CH:16][C:15]=3/[C:20](=[N:25]\[O:26][CH3:27])/[C:21]([NH:2][CH3:1])=[O:23])=[CH:10][C:9]=2[Cl:31])[CH2:5][CH2:4]1. Reported procedure: A 40% aqueous solution of methylamine (0.8 ml) is added to a solution of methyl (E)-2-[2-(4-cyclopropylmethoxy-3,5-dichlorophenoxymethyl)-phenyl]-2-methoxyiminoacetate (compound nr.2; 0.88 g; 2 mmoles) in DMF (2 ml) and methanol (4 ml). The mixture is kept under stirring for 2 hours at room temperature, diluted with water (40 ml) and an extraction is effected with ethyl acetate (3×25 ml). The organic phases are joined, washed with water (2×20 ml), dried with sodium sulfate and concentrated at re... Reactants: C(CCC)C1=NOC(=C1COC1=CC=C(N=N1)C(=O)O)C (6-(3-butyl-5-methyl-isoxazol-4-ylmethoxy)-pyridazine-3-carboxylic acid), C(=O)(N1C=NC=C1)N1C=NC=C1 (1,1′-carbonyldiimidazole), [OH-].[NH4+] (ammonium hydroxide). The solvent is CN(C)C=O (DMF). Run at temperature 60 celsius, time 1 hour. The product is C(CCC)C1=NOC(=C1COC1=CC=C(N=N1)C(=O)N)C (6-(3-Butyl-5-methyl-isoxazol-4-ylmethoxy)-pyridazine-3-carboxylic acid amide). The yield is 54.4%. As a reaction SMILES: [CH2:1]([C:5]1[C:9]([CH2:10][O:11][C:12]2[N:17]=[N:16][C:15]([C:18](O)=[O:19])=[CH:14][CH:13]=2)=[C:8]([CH3:21])[O:7][N:6]=1)[CH2:2][CH2:3][CH3:4].C(N1C=CN=C1)([N:24]1C=CN=C1)=O.[OH-].[NH4+]>CN(C=O)C>[CH2:1]([C:5]1[C:9]([CH2:10][O:11][C:12]2[N:17]=[N:16][C:15]([C:18]([NH2:24])=[O:19])=[CH:14][CH:13]=2)=[C:8]([CH3:21])[O:7][N:6]=1)[CH2:2][CH2:3][CH3:4] |f:2.3|. Reported procedure: To a solution of 6-(3-butyl-5-methyl-isoxazol-4-ylmethoxy)-pyridazine-3-carboxylic acid (100 mg, 0.31 mmol) in DMF (5 mL) was added 1,1′-carbonyldiimidazole (60 mg, 0.37 mmol). The resulting reaction mixture was stirred for 1 h at 60° C. and then treated with an ammonium hydroxide solution (476 μL, 3.1 mmol). After 2 h the reaction mixture was evaporated and purification by chromatography (silica, 0 to 100% ethyl acetate in heptane) afforded the title compound (49 mg, 55%) as an off white solid.... The product is CCOC(=O)c1nc(-c2ccc(F)c(Cl)c2)c(Br)s1. Reactants: O=C1CCC(=O)N1Br, CCOC(=O)c1nc(-c2ccc(F)c(Cl)c2)cs1, ClCCl, Cl[Fe](Cl)Cl. Reaction SMILES: [Br:19][N:20]1[C:21](=[O:22])[CH2:23][CH2:24][C:25]1=[O:26].[Cl:1][c:2]1[cH:3][c:4](-[c:9]2[n:10][c:11]([C:14](=[O:15])[O:16][CH2:17][CH3:18])[s:12][cH:13]2)[cH:5][cH:6][c:7]1[F:8].[Cl:27][CH2:28][Cl:29].[Cl:30][Fe:31]([Cl:32])[Cl:33]>>[Cl:1][c:2]1[cH:3][c:4](-[c:9]2[n:10][c:11]([C:14](=[O:15])[O:16][CH2:17][CH3:18])[s:12][c:13]2[Br:19])[cH:5][cH:6][c:7]1[F:8]. The reactants are N#CCC1CC(OCc2ccccc2)CN1c1ccc(Br)cc1, CS(=O)(=O)Cl, ClCCl, O. Product: CS(=O)(=O)OCC1CC(OCc2ccccc2)CN1c1ccc(Br)cc1. RXN SMILES: [CH2:1]([c:2]1[cH:3][cH:4][cH:5][cH:6][cH:7]1)[O:8][CH:9]1[CH2:10][CH:11]([CH2:21][C:22]#[N:23])[N:12]([c:14]2[cH:15][cH:16][c:17]([Br:20])[cH:18][cH:19]2)[CH2:13]1.[CH3:24][S:25]([Cl:26])(=[O:27])=[O:28].[Cl:30][CH2:31][Cl:32].[OH2:29]>>[CH2:1]([c:2]1[cH:3][cH:4][cH:5][cH:6][cH:7]1)[O:8][CH:9]1[CH2:10][CH:11]([CH2:21][O:28][S:25]([CH3:24])(=[O:27])=[O:29])[N:12]([c:14]2[cH:15][cH:16][c:17]([Br:20])[cH:18][cH:19]2)[CH2:13]1.